Task: describe an organic reaction: reactants, conditions, products, and yield. Dataset: the Open Reaction Database (ORD), a public repository of structured organic reaction records The reactants are [BH3-]C#N, CC(=O)O, CO, O=CC1CCCCC1, NCc1ccc(F)cc1F, [Na+], O. Yields the product Fc1ccc(CNCC2CCCCC2)c(F)c1. As a reaction SMILES: [C:23]([BH3-:24])#[N:25].[CH3:19][C:20](=[O:21])[OH:22].[CH3:27][OH:28].[CH:11]1([CH:17]=[O:18])[CH2:12][CH2:13][CH2:14][CH2:15][CH2:16]1.[F:1][c:2]1[c:3]([CH2:4][NH2:5])[cH:6][cH:7][c:8]([F:10])[cH:9]1.[Na+:26].[OH2:29]>>[F:1][c:2]1[c:3]([CH2:4][NH:5][CH2:17][CH:11]2[CH2:12][CH2:13][CH2:14][CH2:15][CH2:16]2)[cH:6][cH:7][c:8]([F:10])[cH:9]1. Reactants: [N+](=O)(O)[O-] (nitric acid), OC1=CC(OC2=CC=CC(=C12)OC)=O (4-hydroxy-5-methoxycoumarin). Run in C(Cl)(Cl)Cl (chloroform). Product: O.OC1=CC(OC2=CC(=CC=C12)O)=O (4,7-dihydroxycoumarin monohydrate). Reaction SMILES: [N+]([O-])(O)=[O:2].[OH:5][C:6]1[C:15]2[C:10](=[CH:11][CH:12]=[CH:13][C:14]=2OC)[O:9][C:8](=[O:18])[CH:7]=1>C(Cl)(Cl)Cl>[OH2:2].[OH:5][C:6]1[C:15]2[C:10](=[CH:11][C:12]([OH:2])=[CH:13][CH:14]=2)[O:9][C:8](=[O:18])[CH:7]=1 |f:3.4|. Procedure details: Fuming nitric acid (10 ml) was added to a stirred solution of 4-hydroxy-5-methoxycoumarin (m.p. 154.5°-156°; 1.63g) in chloroform (100 ml) at room temperature over 1 hour. After a further hour, the solvent was removed in vacuo and 6N hydrochloric acid (35 ml) added to the residue. Filtration gave the product, m.p. 175°-177.5°(d), (C10H7NO6 requires C, 50.64; H, 2.97; N, 5.91. Found: C, 50.54; H, 2.97; N, 5.63). The reactants are [N+](=O)([O-])C=1C(=C2C(=NC1)OCC2)N2C[C@H](C[C@H](C2)C(F)(F)F)NC(OC(C)(C)C)=O (tert-butyl [(3S,5R)-1-(5-nitro-2,3-dihydrofuro[2,3-b]pyridin-4-yl)-5-(trifluoromethyl)piperidin-3-yl]carbamate), [Cl-].[NH4+] (ammonium chloride), CCO (EtOH). Reagents/catalysts: [Fe] (iron). Run at temperature 80 celsius, time 1 hour. Yield: 100.1%. Run in O (water). The product is NC=1C(=C2C(=NC1)OCC2)N2C[C@H](C[C@H](C2)C(F)(F)F)NC(OC(C)(C)C)=O (tert-Butyl [(3S,5R)-1-(5-amino-2,3-dihydrofuro[2,3-b]pyridin-4-yl)-5-(trifluoromethyl)piperidin-3-yl]carbamate). Procedure details: To a mixture of tert-butyl [(3S,5R)-1-(5-nitro-2,3-dihydrofuro[2,3-b]pyridin-4-yl)-5-(trifluoromethyl)piperidin-3-yl]carbamate (227.1 mg, 0.5252 mmol), iron powder (289.6 mg, 5.186 mmol) and ammonium chloride (462.4 mg, 8.644 mmol) was added EtOH (5.0 mL) followed by water (2.5 mL). The mixture was stirred at 80° C. for 1 h. The reaction mixture was filtered through a pad of diatomaceous earth. The diatomaceous earth pad was eluted with a 10% aqueous solution of K3PO4 (50 mL), and EtOAc (50 mL).... As a reaction SMILES: [N+:1]([C:4]1[C:5]([N:13]2[CH2:18][C@H:17]([C:19]([F:22])([F:21])[F:20])[CH2:16][C@H:15]([NH:23][C:24](=[O:30])[O:25][C:26]([CH3:29])([CH3:28])[CH3:27])[CH2:14]2)=[C:6]2[CH2:12][CH2:11][O:10][C:7]2=[N:8][CH:9]=1)([O-])=O.[Cl-].[NH4+].CCO>[Fe].O>[NH2:1][C:4]1[C:5]([N:13]2[CH2:18][C@H:17]([C:19]([F:22])([F:20])[F:21])[CH2:16][C@H:15]([NH:23][C:24](=[O:30])[O:25][C:26]([CH3:28])([CH3:27])[CH3:29])[CH2:14]2)=[C:6]2[CH2:12][CH2:11][O:10][C:7]2=[N:8][CH:9]=1 |f:1.2|. The reactants are O=C1C=2N(CC3=C(N1)SC=C3)C=CC2 (9-oxo-9,10-dihydro-4H-pyrrolo[1,2-a]thieno[2,3-e][1,4]diazepine), [B].CSC (boron dimethylsulfide). The product is S1C=CC2=C1NCC=1N(C2)C=CC1 (9,10-dihydro-4H-pyrrolo[1,2-a]thieno[2,3-e][1,4]diazepine). Reaction SMILES: O=[C:2]1[NH:8][C:7]2[S:9][CH:10]=[CH:11][C:6]=2[CH2:5][N:4]2[CH:12]=[CH:13][CH:14]=[C:3]12.[B].CSC>>[S:9]1[C:7]2[NH:8][CH2:2][C:3]3[N:4]([CH:12]=[CH:13][CH:14]=3)[CH2:5][C:6]=2[CH:11]=[CH:10]1 |f:1.2|. Procedure: The synthesis of 9,10-dihydro-4H-furo[2,3-e]pyrrolo[1,2-a][1,4]diazepin-9-one ##STR143## is reported by F. Povazunec, B. Decroix and J. Morel, J. Het. Chem. 29, 1507(1992) and is reduced to give the tricyclic heterocycle 9,10-dihydro-4H-furo[2,3-e]pyrrolo[1,2-a][1,4]diazepine. ##STR144## The tricyclic 5,10-dihydro-4H-pyrazolo[5,1-c][1,4]benzodiazepine ring system is reported by L. Cecchi and G. Filacchioni, J. Het. Chem., 20, 871(1983); ##STR145## The synthesis of 9-oxo-9,10-dihydro-4H-pyrrolo[1... Procedure: M1 was prepared from 6,7-dimethoxyquinolin-4-ol and 1-fluoro-2-methyl-4-nitrobenzene following the general procedure reported in Preparative Example 1 Step 1-2. 1H NMR (400 MHz, d5-DMSO, 300K) δ 1.93 (s, 3H), 3.92 (s, 6H), 5.06 (br s, 2H), 6.24 (d, J=5.2 Hz, 1H), 6.48 (dd, J=8.4 Hz, J=2.5 Hz, 1H), 6.53 (d, J=2.5 Hz, 1H), 6.83 (d, J=8.4 Hz, 1H), 7.35 (s, 1H), 7.53 (s, 1H), 8.40 (d, J=5.2 Hz, 1H). MS (ES) C19H19N2O3 requires: 310. Found: 311 (M+H)+. RXN SMILES: [CH3:1][O:2][C:3]1[CH:4]=[C:5]2[C:10](=[CH:11][C:12]=1[O:13][CH3:14])[N:9]=[CH:8][CH:7]=[C:6]2[OH:15].F[C:17]1[CH:22]=[CH:21][C:20]([N+:23]([O-])=O)=[CH:19][C:18]=1[CH3:26]>>[CH3:1][O:2][C:3]1[CH:4]=[C:5]2[C:10](=[CH:11][C:12]=1[O:13][CH3:14])[N:9]=[CH:8][CH:7]=[C:6]2[O:15][C:17]1[CH:22]=[CH:21][C:20]([NH2:23])=[CH:19][C:18]=1[CH3:26]. Yields the product COC=1C=C2C(=CC=NC2=CC1OC)OC1=C(C=C(N)C=C1)C (4-[(6,7-dimethoxy-4-quinolyl)oxy]-3-methyl-aniline). The reactants are COC=1C=C2C(=CC=NC2=CC1OC)O (6,7-dimethoxyquinolin-4-ol), FC1=C(C=C(C=C1)[N+](=O)[O-])C (1-fluoro-2-methyl-4-nitrobenzene). Reactants: ClC1=C2C(=NN=C1C1=CC=CC=C1)NN=C2C2=CC=CC=C2 (4-chloro-3,5-diphenyl-1H-pyrazolo[3,4-c]pyridazine), C(C)(C)OCCO (2-isopropoxyethanol), N(=NC(=O)OCC)C(=O)OCC (diethyl azodicarboxylate), C1(=CC=CC=C1)P(C1=CC=CC=C1)C1=CC=CC=C1 (triphenylphosphine). Run in O1CCOCC1 (1,4-dioxane). The product is ClC1=C2C(=NN=C1C1=CC=CC=C1)N(N=C2C2=CC=CC=C2)CCOC(C)C (4-chloro-1-(2-isopropoxyethyl)-3,5-diphenyl-pyrazolo[3,4-c]pyridazine). Reaction SMILES: [Cl:1][C:2]1[C:7]([C:8]2[CH:13]=[CH:12][CH:11]=[CH:10][CH:9]=2)=[N:6][N:5]=[C:4]2[NH:14][N:15]=[C:16]([C:17]3[CH:22]=[CH:21][CH:20]=[CH:19][CH:18]=3)[C:3]=12.[CH:23]([O:26][CH2:27][CH2:28]O)([CH3:25])[CH3:24].N(C(OCC)=O)=NC(OCC)=O.C1(P(C2C=CC=CC=2)C2C=CC=CC=2)C=CC=CC=1>O1CCOCC1>[Cl:1][C:2]1[C:7]([C:8]2[CH:9]=[CH:10][CH:11]=[CH:12][CH:13]=2)=[N:6][N:5]=[C:4]2[N:14]([CH2:28][CH2:27][O:26][CH:23]([CH3:25])[CH3:24])[N:15]=[C:16]([C:17]3[CH:18]=[CH:19][CH:20]=[CH:21][CH:22]=3)[C:3]=12. Procedure: A mixture of 4-chloro-3,5-diphenyl-1H-pyrazolo[3,4-c]pyridazine (0.33 mmol), 2-isopropoxyethanol (0.65 mmol), diethyl azodicarboxylate (114 mg, 0.65 mmol) and triphenylphosphine (171 mg, 0.65 mmol) in 1,4-dioxane (2 mL) was heated using microwave irradiation to a temperature between 85 and 120° C. for a 30 to 90 min period. The reaction mixture was concentrated in vacuo and the residue was purified by preparative HPLC to provide Compound 7. The reactants are CC(=O)[O-], CCOc1csc(N)c1C#N, [Na+], O. Yields the product CCOc1csc(NC(C)=O)c1C#N. RXN SMILES: [CH3:2][C:3]([O-:4])=[O:5].[NH2:6][c:7]1[s:8][cH:9][c:10]([O:14][CH2:15][CH3:16])[c:11]1[C:12]#[N:13].[Na+:1].[OH2:17]>>[CH3:2][C:3](=[O:4])[NH:6][c:7]1[s:8][cH:9][c:10]([O:14][CH2:15][CH3:16])[c:11]1[C:12]#[N:13]. Starting materials: ClC=1C=CC2=C(C(C=3NC(=CC(C3O2)=O)C(=O)OC)=O)C1 (methyl 8-chloro-4,10-dihydro-4,10-dioxo-1H-1-benzopyrano-[3,2-b]pyridine-2-carboxylate), C(CC)I (n-propyl iodide). The product is C(CC)N1C2=C(C(C=C1C(=O)OC)=O)OC1=C(C2=O)C=C(C=C1)Cl (Methyl 1-propyl-8-chloro-4,10-dihydro-4,10-dioxo-1H-1-benzopyrano[3,2-b]-pyridine-2-carboxylate). The yield is 33.9%. RXN SMILES: [Cl:1][C:2]1[CH:3]=[CH:4][C:5]2[O:14][C:13]3[C:12](=[O:15])[CH:11]=[C:10]([C:16]([O:18][CH3:19])=[O:17])[NH:9][C:8]=3[C:7](=[O:20])[C:6]=2[CH:21]=1.[CH2:22](I)[CH2:23][CH3:24]>>[CH2:22]([N:9]1[C:10]([C:16]([O:18][CH3:19])=[O:17])=[CH:11][C:12](=[O:15])[C:13]2[O:14][C:5]3[CH:4]=[CH:3][C:2]([Cl:1])=[CH:21][C:6]=3[C:7](=[O:20])[C:8]1=2)[CH2:23][CH3:24]. Procedure: Prepared from methyl 8-chloro-4,10-dihydro-4,10-dioxo-1H-1-benzopyrano-[3,2-b]pyridine-2-carboxylate (4.5 g, 0.015 mole) and n-propyl iodide (9.1 g, 0.054 mole) by the method described for Ex. 7. Recrystallization from methanol gave white crystals (1.77 g, 35%), m.p. 240°-244°. Starting materials: O.NN (hydrazine hydrate), [N-]=C=S.ClC=1C=CC=CC1Cl (3,4-dichlorobenzenisothiocyanate). The solvent is C(C)O (ethanol). The product is ClC=1C=C(C=CC1Cl)NNNC=S ([(3,4-dichlorophenyl)-amino]hydrazinomethane-1-thione). Conditions: temperature 0 celsius. Procedure details: The hydrazine hydrate (7.12 mL; 147 mmol) is dissolved in 220 mL of ethanol. This solution is stirred at 0° C. and 3,4-dichlorobenzenisothiocyanate (20.00 g; 98 mmol) is added dropwise, and the reaction mixture is warmed to RT and stirred for two hours. After being cooled to 0° C., the mixture is filtered and the solid washed by cold ethanol (40 mL). The solid is crystallized from ethanol to yield ([(3,4-dichlorophenyl)-amino]hydrazinomethane-1-thione) (12.702 g; 55%) as a white solid. As a reaction SMILES: O.[NH2:2][NH2:3].[N-:4]=[C:5]=[S:6].[Cl:7][C:8]1[CH:9]=[CH:10][CH:11]=[CH:12][C:13]=1[Cl:14]>C(O)C>[Cl:7][C:8]1[CH:9]=[C:10]([NH:2][NH:3][NH:4][CH:5]=[S:6])[CH:11]=[CH:12][C:13]=1[Cl:14] |f:0.1,2.3|. The reactants are CN(C)C=O, CC(C)(C)O, CI, [K], O, O=C(Cc1ccccc1)c1cccnc1. Product: CC(C(=O)c1cccnc1)c1ccccc1. As a reaction SMILES: [CH3:16][N:17]([CH3:18])[CH:19]=[O:20].[CH3:25][C:26]([OH:27])([CH3:28])[CH3:29].[I:22][CH3:23].[K:21].[OH2:24].[c:1]1([CH2:7][C:8](=[O:9])[c:10]2[cH:11][n:12][cH:13][cH:14][cH:15]2)[cH:2][cH:3][cH:4][cH:5][cH:6]1>>[c:1]1([CH:7]([C:8](=[O:9])[c:10]2[cH:11][n:12][cH:13][cH:14][cH:15]2)[CH3:16])[cH:2][cH:3][cH:4][cH:5][cH:6]1.